From a dataset of the Open Reaction Database (ORD), a public repository of structured organic reaction records. describe an organic reaction: reactants, conditions, products, and yield Reactants: COC(=O)C1CN(CC(C1)C(=O)OC)C(=O)OC(C)(C)C (piperidine-1,3,5-tricarboxylic acid 1-tert-butyl ester 3,5-dimethyl ester), C(=O)([O-])[O-].[K+].[K+] (K2CO3). Solvent: CO.O (MeOH water). Yields the product C(C)(C)(C)OC(=O)N1CC(CC(C1)C(=O)O)C(=O)O (Piperidine-1,3,5-tricarboxylic acid 1-tert-butyl ester). As a reaction SMILES: C[O:2][C:3]([CH:5]1[CH2:10][CH:9]([C:11]([O:13]C)=[O:12])[CH2:8][N:7]([C:15]([O:17][C:18]([CH3:21])([CH3:20])[CH3:19])=[O:16])[CH2:6]1)=[O:4].C([O-])([O-])=O.[K+].[K+]>CO.O>[C:18]([O:17][C:15]([N:7]1[CH2:6][CH:5]([C:3]([OH:4])=[O:2])[CH2:10][CH:9]([C:11]([OH:13])=[O:12])[CH2:8]1)=[O:16])([CH3:21])([CH3:19])[CH3:20] |f:1.2.3,4.5|. Procedure: To a solution of piperidine-1,3,5-tricarboxylic acid 1-tert-butyl ester 3,5-dimethyl ester (6.8 g, 22.5 mmol) in MeOH/water (4:1, 120 mL) is added K2CO3 (9.4 g, 68 mmol). The reaction mixture is stirred at reflux overnight. The MeOH is evaporated and the residue is extracted with dicholoromethane and 1N aq. HCl. The organic phase is dried over Na2SO4, filtered and evaporated to give a light yellow solid. MS (LC-MS): 274 [M+H]+. Reactants: ClC1=NC=2N(C(N(C(C2N1)=O)CCCCCN1N=C(N=N1)CC1=CC(=C(C=C1)Cl)Cl)=O)CCCCC (8-Chloro-1-(5-{5-[(3,4-dichlorophenyl)methyl]-2H-tetrazol-2-yl}pentyl)-3-pentyl-3,7-dihydro-1H-purine-2,6-dione), ClC1=CC=C(C=C1)C1=CC(=NN1)CCCO (3-[5-(4-chlorophenyl)-1H-pyrazol-3-yl]-1-propanol). Yields the product ClC1=NC=2N(C(N(C(C2N1)=O)CCCC1=NNC(=C1)C1=CC=C(C=C1)Cl)=O)CCCCC (8-Chloro-1-{3-[5-(4-chlorophenyl)-1H-pyrazol-3-yl]propyl}-3-pentyl-3,7-dihydro-1H-purine-2,6-dione). Yield: 30.0%. Reaction SMILES: [Cl:1][C:2]1[NH:10][C:9]2[C:8](=[O:11])[N:7]([CH2:12][CH2:13][CH2:14][CH2:15][CH2:16]N3N=NC(CC4C=CC(Cl)=C(Cl)C=4)=N3)[C:6](=[O:31])[N:5]([CH2:32][CH2:33][CH2:34][CH2:35][CH3:36])[C:4]=2[N:3]=1.[Cl:37][C:38]1[CH:43]=[CH:42][C:41]([C:44]2[NH:48][N:47]=C(CCCO)C=2)=[CH:40][CH:39]=1>>[Cl:1][C:2]1[NH:10][C:9]2[C:8](=[O:11])[N:7]([CH2:12][CH2:13][CH2:14][C:15]3[CH:16]=[C:44]([C:41]4[CH:42]=[CH:43][C:38]([Cl:37])=[CH:39][CH:40]=4)[NH:48][N:47]=3)[C:6](=[O:31])[N:5]([CH2:32][CH2:33][CH2:34][CH2:35][CH3:36])[C:4]=2[N:3]=1. Procedure details: Prepared as with 8-chloro-1-(5-{5-[(3,4-dichlorophenyl)methyl]-2H-tetrazol-2-yl}pentyl)-3-pentyl-3,7-dihydro-1H-purine-2,6-dione (Comparative Example C) using 3-[5-(4-chlorophenyl)-1H-pyrazol-3-yl]-1-propanol. The final product material was washed with ether to yield the title compound as a cream solid (30%). The reactants are CN1C(=NC=C1)COC=1C=C(C=C2C=C(NC12)C(=O)OCC)OC1=CC=C(C=C1)S(=O)(=O)C (Ethyl 7-[(1-methyl-1H-imidazol-2-yl)methoxy]-5-[4-(methylsulfonyl)phenoxy]-1H-indole-2-carboxylate). Run in O1CCCC1 (tetrahydrofuran), C(C)O (ethanol), [OH-].[Na+] (sodium hydroxide). Conditions: temperature 50 celsius, time 50 minute. Product: CN1C(=NC=C1)COC=1C=C(C=C2C=C(NC12)C(=O)O)OC1=CC=C(C=C1)S(=O)(=O)C (7-[(1-Methyl-1H-imidazol-2-yl)methoxy]-5-[4-(methylsulfonyl)phenoxy]-1H-indole-2-carboxylic acid). Isolated yield 85.1%. Reaction SMILES: [CH3:1][N:2]1[CH:6]=[CH:5][N:4]=[C:3]1[CH2:7][O:8][C:9]1[CH:10]=[C:11]([O:23][C:24]2[CH:29]=[CH:28][C:27]([S:30]([CH3:33])(=[O:32])=[O:31])=[CH:26][CH:25]=2)[CH:12]=[C:13]2[C:17]=1[NH:16][C:15]([C:18]([O:20]CC)=[O:19])=[CH:14]2>O1CCCC1.C(O)C.[OH-].[Na+]>[CH3:1][N:2]1[CH:6]=[CH:5][N:4]=[C:3]1[CH2:7][O:8][C:9]1[CH:10]=[C:11]([O:23][C:24]2[CH:29]=[CH:28][C:27]([S:30]([CH3:33])(=[O:32])=[O:31])=[CH:26][CH:25]=2)[CH:12]=[C:13]2[C:17]=1[NH:16][C:15]([C:18]([OH:20])=[O:19])=[CH:14]2 |f:3.4|. Procedure details: Ethyl 7-[(1-methyl-1H-imidazol-2-yl)methoxy]-5-[4-(methylsulfonyl)phenoxy]-1H-indole-2-carboxylate (100 mg) was dissolved in a mixed solvent of tetrahydrofuran (2 mL)-ethanol (2 mL), 1M aqueous sodium hydroxide solution (2 mL) was added, and the mixture was stirred at 50° C. for 50 min. The reaction. solution was allowed to cool to room temperature, and concentrated under reduced pressure. Water was added to the residue, and the mixture was neutralized with 1M hydrochloric acid. The obtained cry...